Task: describe an organic reaction: reactants, conditions, products, and yield. Dataset: the Open Reaction Database (ORD), a public repository of structured organic reaction records Reactants: CC(=O)O, C1COCCO1, COC(=O)CCN(C(=O)c1c(C)c(C(=O)C(C)(C)C)c2cc(C(C)C)ccn12)c1ccccc1, [Na+], [OH-], O. Yields the product Cc1c(C(=O)C(C)(C)C)c2cc(C(C)C)ccn2c1C(=O)N(CCC(=O)O)c1ccccc1. Reaction SMILES: [C:37]([OH:38])(=[O:39])[CH3:40].[CH2:41]1[O:42][CH2:43][CH2:44][O:45][CH2:46]1.[CH3:1][C:2]([C:3](=[O:4])[c:5]1[c:6]([CH3:32])[c:7]([C:17](=[O:18])[N:19]([CH2:20][CH2:21][C:22](=[O:23])[O:24][CH3:25])[c:26]2[cH:27][cH:28][cH:29][cH:30][cH:31]2)[n:8]2[cH:9][cH:10][c:11]([CH:14]([CH3:15])[CH3:16])[cH:12][c:13]12)([CH3:33])[CH3:34].[Na+:36].[OH-:35].[OH2:47]>>[CH3:1][C:2]([C:3](=[O:4])[c:5]1[c:6]([CH3:32])[c:7]([C:17](=[O:18])[N:19]([CH2:20][CH2:21][C:22](=[O:23])[OH:24])[c:26]2[cH:27][cH:28][cH:29][cH:30][cH:31]2)[n:8]2[cH:9][cH:10][c:11]([CH:14]([CH3:15])[CH3:16])[cH:12][c:13]12)([CH3:33])[CH3:34]. Starting materials: BocPro-LBpa-PheNHNH2, N1([C@H](C(=O)O)CCC1)C(=O)OC(C)(C)C.C1=C(NC(=C1Br)Br)C(=O)O.N[C@@H](CC1=CC=CC=C1)C(=O)NN (BocPro DBpa PheNHNH2), N[C@H](CC1=CC=CC=C1)C(=O)N[C@@H](CC(C)C)C(=O)N[C@@H](CCSC)C(=O)N.Cl (HDPhe-Leu-MetNH2 hydrochloride), acyl azide. Product: BocPro-LBpa-Phe-DPhe-Leu-MetNH2, N1([C@H](C(=O)O)CCC1)C(=O)OC(C)(C)C.C1=C(NC(=C1Br)Br)C(=O)O.N[C@@H](CC1=CC=CC=C1)C(=O)N[C@H](CC1=CC=CC=C1)C(=O)N[C@@H](CC(C)C)C(=O)N[C@@H](CCSC)C(=O)N (BocPro DBpa Phe-DPhe-Leu-MetNH2). Isolated yield 51.0%. RXN SMILES: [N:1]1([C:9]([O:11][C:12]([CH3:15])([CH3:14])[CH3:13])=[O:10])[CH2:8][CH2:7][CH2:6][C@H:2]1[C:3]([OH:5])=[O:4].[CH:16]1[C:20]([Br:21])=[C:19]([Br:22])[NH:18][C:17]=1[C:23]([OH:25])=[O:24].[NH2:26][C@H:27]([C:35]([NH:37]N)=[O:36])[CH2:28][C:29]1[CH:34]=[CH:33][CH:32]=[CH:31][CH:30]=1.N[C@@H:40]([C:48]([NH:50][C@H:51]([C:56]([NH:58][C@H:59]([C:64]([NH2:66])=[O:65])[CH2:60][CH2:61][S:62][CH3:63])=[O:57])[CH2:52][CH:53]([CH3:55])[CH3:54])=[O:49])[CH2:41][C:42]1[CH:47]=[CH:46][CH:45]=[CH:44][CH:43]=1.Cl>>[N:1]1([C:9]([O:11][C:12]([CH3:15])([CH3:14])[CH3:13])=[O:10])[CH2:8][CH2:7][CH2:6][C@H:2]1[C:3]([OH:5])=[O:4].[CH:16]1[C:20]([Br:21])=[C:19]([Br:22])[NH:18][C:17]=1[C:23]([OH:25])=[O:24].[NH2:26][C@H:27]([C:35]([NH:37][C@@H:40]([C:48]([NH:50][C@H:51]([C:56]([NH:58][C@H:59]([C:64]([NH2:66])=[O:65])[CH2:60][CH2:61][S:62][CH3:63])=[O:57])[CH2:52][CH:53]([CH3:54])[CH3:55])=[O:49])[CH2:41][C:42]1[CH:43]=[CH:44][CH:45]=[CH:46][CH:47]=1)=[O:36])[CH2:28][C:29]1[CH:34]=[CH:33][CH:32]=[CH:31][CH:30]=1 |f:0.1.2,3.4,5.6.7|. Procedure: Condensation of each of BocPro-LBpa-PheNHNH2 (1.20 g.) and BocPro-DBpa-PheNHNH2 (0.450 g.) with HDPhe-Leu-MetNH2 hydrochloride salt (Example 23, 1.02 g., 0.445 g.) by the acyl azide method (Yajima et al., Chem. Pharm. Bull., vol. 19, p. 1900, 1971) gave BocPro-LBpa-Phe-DPhe-Leu-MetNH2 in 51% yield and BocPro-DBpa-Phe-DPhe-Leu-MetNH2 in 44% yield. De-t-butoxycarbonylation of BocPro-LBpa-Phe-DPhe-Leu-MetNH2 (0.500 g.) and BocPro-DBpa-Phe-DPhe-Leu-MetNH2 (0.250 g.) using hydrogen chloride in dioxan...